This data is from the Open Reaction Database (ORD), a public repository of structured organic reaction records. The task is: describe an organic reaction: reactants, conditions, products, and yield Reactants: NC=1C=C2C(=CNC2=CC1)C[C@@H]1N(CCC1)C ((R)-5-Amino-3-(N-methylpyrrolidin-2-ylmethyl)-1H-indole), ClC1=C(C#N)C=CC=N1 (2-chloronicotinonitrile), C([O-])([O-])=O.[Na+].[Na+] (Sodium carbonate). Solvent: CN(C=O)C (N,N-dimethylformamide). Conditions: temperature 110 celsius. The product is C(#N)C=1C(=NC=CC1)NC=1C=C2C(=CNC2=CC1)CC1N(CCC1)C (5-(3-Cyanopyrid-2-ylamino)-3-(N-methylpyrrolidin-2-ylmethyl)-1H-indole). Yield: 32.0%. Reaction SMILES: [NH2:1][C:2]1[CH:3]=[C:4]2[C:8](=[CH:9][CH:10]=1)[NH:7][CH:6]=[C:5]2[CH2:11][C@H:12]1[CH2:16][CH2:15][CH2:14][N:13]1[CH3:17].Cl[C:19]1[N:26]=[CH:25][CH:24]=[CH:23][C:20]=1[C:21]#[N:22].C(=O)([O-])[O-].[Na+].[Na+]>CN(C)C=O>[C:21]([C:20]1[C:19]([NH:1][C:2]2[CH:3]=[C:4]3[C:8](=[CH:9][CH:10]=2)[NH:7][CH:6]=[C:5]3[CH2:11][CH:12]2[CH2:16][CH2:15][CH2:14][N:13]2[CH3:17])=[N:26][CH:25]=[CH:24][CH:23]=1)#[N:22] |f:2.3.4|. Procedure details: (R)-5-Amino-3-(N-methylpyrrolidin-2-ylmethyl)-1H-indole and 2-chloronicotinonitrile were used. Sodium carbonate were used as base. N,N-dimethylformamide was used as solvent, and the reaction was heated at 110° C. for 20 hours. Column chromatography afforded the title compound (32%) as an orange amorphous solid: Rf =0.4 in 9:1:0.1 [methylene chloride/methanol/ammonium hydroxide]; 13C NMR (CDCl3) δ157.7, 152.7, 141.7, 134.2, 129.8, 128.1, 123.1, 122.2, 118.7, 116.8, 113.6, 113.2, 111.5, 102.2, 66.... Starting materials: Cl.CC1=C(C=CC=C1)CC(=O)C1CCNCC1 (2-(2-methylphenyl)-1-(piperidin-4-yl)ethanone hydrochloride), C([O-])(O)=O.[Na+] (sodium bicarbonate), C(C)(C)(C)OC1=NC2=CC=CC=C2N=C1C=O (2-tert-butoxyquinoxaline-3-carboxaldehyde), C(C)(=O)O[BH-](OC(C)=O)OC(C)=O.[Na+] (sodium triacetoxyborohydride). Solvent: ClCCl (dichloromethane), C(C)(=O)OCC (ethyl acetate). Conditions: time 8 hour. The product is C(C)(C)(C)OC=1C(=NC2=CC=CC=C2N1)CN1CCC(CC1)C(CC1=C(C=CC=C1)C)=O (1-[1-(3-tert-butoxy-2-quinoxalinylmethyl)piperidin-4-yl]-2-(2-methylphenyl)ethanone). Yield: 63.0%. As a reaction SMILES: Cl.[CH3:2][C:3]1[CH:8]=[CH:7][CH:6]=[CH:5][C:4]=1[CH2:9][C:10]([CH:12]1[CH2:17][CH2:16][NH:15][CH2:14][CH2:13]1)=[O:11].[C:18]([O:22][C:23]1[C:32]([CH:33]=O)=[N:31][C:30]2[C:25](=[CH:26][CH:27]=[CH:28][CH:29]=2)[N:24]=1)([CH3:21])([CH3:20])[CH3:19].C(O[BH-](OC(=O)C)OC(=O)C)(=O)C.[Na+].C(=O)(O)[O-].[Na+]>ClCCl.C(OCC)(=O)C>[C:18]([O:22][C:23]1[C:32]([CH2:33][N:15]2[CH2:14][CH2:13][CH:12]([C:10](=[O:11])[CH2:9][C:4]3[CH:5]=[CH:6][CH:7]=[CH:8][C:3]=3[CH3:2])[CH2:17][CH2:16]2)=[N:31][C:30]2[C:25]([N:24]=1)=[CH:26][CH:27]=[CH:28][CH:29]=2)([CH3:21])([CH3:20])[CH3:19] |f:0.1,3.4,5.6|. Procedure: After suspending 183 mg of 2-(2-methylphenyl)-1-(piperidin-4-yl)ethanone hydrochloride in 3 ml of dichloromethane, 150 mg of 2-tert-butoxyquinoxaline-3-carboxaldehyde and 180 mg of sodium triacetoxyborohydride were added while stirring, and the stirring was continued overnight at room temperature. Aqueous sodium bicarbonate solution was added to the reaction mixture and extraction was performed with ethyl acetate. The organic layer was washed with water and saturated brine in that order and drie... The reactants are C(C)C(CCC1C(CCC1)=O)=CCCC1=CC2=C(C=C1)OCO2 (2-[3-Ethyl-6-(3,4-methylenedioxyphenyl)-3-hexenyl]-cyclopentanone), C(C)[Mg]Br (ethylmagnesium bromide), ( c ). Product: C(C)C1(C(CCC1)CCC(=CCCC1=CC2=C(C=C1)OCO2)CC)O (1-ethyl-2-[3-ethyl-6-(3,4-methylenedioxyphenyl)-3-hexenyl]cyclopentanol), XV. As a reaction SMILES: [CH2:1]([C:3](=[CH:12][CH2:13][CH2:14][C:15]1[CH:20]=[CH:19][C:18]2[O:21][CH2:22][O:23][C:17]=2[CH:16]=1)[CH2:4][CH2:5][CH:6]1[CH2:10][CH2:9][CH2:8][C:7]1=[O:11])[CH3:2].[CH2:24]([Mg]Br)[CH3:25]>>[CH2:24]([C:7]1([OH:11])[CH2:8][CH2:9][CH2:10][CH:6]1[CH2:5][CH2:4][C:3]([CH2:1][CH3:2])=[CH:12][CH2:13][CH2:14][C:15]1[CH:20]=[CH:19][C:18]2[O:21][CH2:22][O:23][C:17]=2[CH:16]=1)[CH3:25]. Procedure details: 2-[3-Ethyl-6-(3,4-methylenedioxyphenyl)-3-hexenyl]-cyclopentanone can be treated with ethylmagnesium bromide according to the procedure of Example 2, part (c) to give 1-ethyl-2-[3-ethyl-6-(3,4-methylenedioxyphenyl)-3-hexenyl]cyclopentanol [XV; Ar is 3,4-methylenedioxyphenyl, Y is C(C2H5)=CHCH2CH2, R' is C2H5, m is 1. ].